This data is from the Open Reaction Database (ORD), a public repository of structured organic reaction records. The task is: describe an organic reaction: reactants, conditions, products, and yield Starting materials: CO (methanol), BrC=1C(=NC(N([C@H]2C[C@H](O)[C@@H](CO)O2)C1)=O)N (5-bromo-2'-deoxycytidine), C1(=CC=C(C=C1)S(=O)(=O)Cl)C (p-toluenesulfonyl chloride), C1(=CC=C(C=C1)S(=O)(=O)Cl)C (p-toluenesulfonyl chloride). Solvent: N1=CC=CC=C1 (pyridine). Run at time 22 hour. The product is BrC=1C(=NC(N([C@H]2C[C@H](O)[C@@H](COS(=O)(=O)C3=CC=C(C=C3)C)O2)C1)=O)N (5-bromo-2'-deoxy-5'-O-p-toluenesulfonylcytidine). The yield is 49.1%. RXN SMILES: [Br:1][C:2]1[C:3]([NH2:17])=[N:4][C:5](=[O:16])[N:6]([CH:15]=1)[C@@H:7]1[O:14][C@H:11]([CH2:12][OH:13])[C@@H:9]([OH:10])[CH2:8]1.[C:18]1([CH3:28])[CH:23]=[CH:22][C:21]([S:24](Cl)(=[O:26])=[O:25])=[CH:20][CH:19]=1.CO>N1C=CC=CC=1>[Br:1][C:2]1[C:3]([NH2:17])=[N:4][C:5](=[O:16])[N:6]([CH:15]=1)[C@@H:7]1[O:14][C@H:11]([CH2:12][O:13][S:24]([C:21]2[CH:22]=[CH:23][C:18]([CH3:28])=[CH:19][CH:20]=2)(=[O:26])=[O:25])[C@@H:9]([OH:10])[CH2:8]1. Procedure: A solution of 3.06 g of 5-bromo-2'-deoxycytidine and 2.3 g of p-toluenesulfonyl chloride in 50 ml of pyridine was stirred at 4° C. for 24 hours. An additional 1.91 g of p-toluenesulfonyl chloride were added and stirring was continued at 4° C. for an additional 22 hours. 20 ml of methanol were added, the mixture was stirred at room temperature for 30 minutes and then evaporated. The crude product was subjected to flash chromatography on a column of silica gel using ethyl acetate/methanol (9:1) fo...